This data is from the Open Reaction Database (ORD), a public repository of structured organic reaction records. The task is: describe an organic reaction: reactants, conditions, products, and yield Reactants: CS(=O)(=O)C1=CC=C(C=C1)C1=C(C2=CC=CC=CC2=C1)C1=CC=CC=C1 (2-(4-methylsulfonylphenyl)-1-phenylazulene), [O-]S(=O)(=O)C(F)(F)F.F[N+]1=CC=CC=C1 (1-fluoropyridinium triflate), ice water. The solvent is ClCCCl (1, 2-dichloroethane). Product: FC1=C(C(=C2C=CC=CC=C12)C1=CC=CC=C1)C1=CC=C(C=C1)S(=O)(=O)C (1-Fluoro-2-(4-methylsulfonylphenyl)-3-phenylazulene). The yield is 47.6%. RXN SMILES: [CH3:1][S:2]([C:5]1[CH:10]=[CH:9][C:8]([C:11]2[CH:20]=[C:19]3[C:13](=[CH:14][CH:15]=[CH:16][CH:17]=[CH:18]3)[C:12]=2[C:21]2[CH:26]=[CH:25][CH:24]=[CH:23][CH:22]=2)=[CH:7][CH:6]=1)(=[O:4])=[O:3].[O-]S(C(F)(F)[F:32])(=O)=O.F[N+]1C=CC=CC=1>ClCCCl>[F:32][C:20]1[C:19]2[C:13]([CH:14]=[CH:15][CH:16]=[CH:17][CH:18]=2)=[C:12]([C:21]2[CH:26]=[CH:25][CH:24]=[CH:23][CH:22]=2)[C:11]=1[C:8]1[CH:7]=[CH:6][C:5]([S:2]([CH3:1])(=[O:3])=[O:4])=[CH:10][CH:9]=1 |f:1.2|. Procedure details: To a solution of 2-(4-methylsulfonylphenyl)-1-phenylazulene (0.20 g) in 1, 2-dichloroethane (20.0 ml) was added 1-fluoropyridinium triflate (0.28 g), and the reaction mixture was heated under reflux for 30 min. The mixture was poured into ice-water, and extracted with CHCl3. The combined CHCl3 extracts were washed with water and brine, dried over Na2 SO4, and concentrated. The crude product was purified by SiO2 column chromatography (benzenee/EtOAc, 20:1) to give the title compound (0.10 g) as g... The reactants are C(C)OC(C(CC1=C(C=C(C=C1)OCC=1N=C(SC1)C1=C(C=CC=C1)Cl)C)OCC)=O ([rac]-3-{4-[2-(2-chloro-phenyl)-thiazol-4-ylmethoxy]-2-methyl-phenyl}-2-ethoxy-propionic acid ethyl ester), [Li+].[OH-] (LiOH). The product is ClC1=C(C=CC=C1)C=1SC=C(N1)COC1=CC(=C(C=C1)CC(C(=O)O)OCC)C ([rac]-3-{4-[2-(2-chloro-phenyl)-thiazol-4-ylmethoxy]-2-methyl-phenyl}-2-ethoxy-propionic acid). RXN SMILES: C([O:3][C:4](=[O:31])[CH:5]([O:28][CH2:29][CH3:30])[CH2:6][C:7]1[CH:12]=[CH:11][C:10]([O:13][CH2:14][C:15]2[N:16]=[C:17]([C:20]3[CH:25]=[CH:24][CH:23]=[CH:22][C:21]=3[Cl:26])[S:18][CH:19]=2)=[CH:9][C:8]=1[CH3:27])C.[Li+].[OH-]>>[Cl:26][C:21]1[CH:22]=[CH:23][CH:24]=[CH:25][C:20]=1[C:17]1[S:18][CH:19]=[C:15]([CH2:14][O:13][C:10]2[CH:11]=[CH:12][C:7]([CH2:6][CH:5]([O:28][CH2:29][CH3:30])[C:4]([OH:31])=[O:3])=[C:8]([CH3:27])[CH:9]=2)[N:16]=1 |f:1.2|. Reported procedure: In analogy to the procedure described in example 10 d], [rac]-3-{4-[2-(2-chloro-phenyl)-thiazol-4-ylmethoxy]-2-methyl-phenyl}-2-ethoxy-propionic acid ethyl ester was treated with LiOH to obtain [rac]-3-{4-[2-(2-chloro-phenyl)-thiazol-4-ylmethoxy]-2-methyl-phenyl}-2-ethoxy-propionic acid as colorless solid. Reactants: ClC1=CC(=C(CN2N=CC3=CC(=CC=C23)C=C2C(N=C(S2)N2C[C@@H](NCC2)CO)=O)C=C1)C(F)(F)F (5-[1-(4-Chloro-2-trifluoromethyl-benzyl)-1H-indazol-5-ylmethylene]-2-(3-(R)-hydroxymethyl-piperazin-1-yl)-thiazol-4-one), C=O (formaldehyde), FC(C1=C(CN2N=CC3=CC(=CC=C23)C=C2C(N=C(S2)N2C[C@@H](N(CC2)C)CO)=O)C=CC(=C1)C(F)(F)F)(F)F (5-({1-[2,4-Bis(trifluoromethyl)benzyl]-1H-indazol-5-yl}methylidene)-2-[3-(R)-(hydroxymethyl)-4-methylpiperazin-1-yl]-1,3-thiazol-4(5H)-one). Product: ClC1=CC(=C(CN2N=CC3=CC(=CC=C23)C=C2C(N=C(S2)N2C[C@@H](N(CC2)C)CO)=O)C=C1)C(F)(F)F (5-({1-[4-Chloro-2-(trifluoromethyl)benzyl]-1H-indazol-5-yl}methylidene)-2-[3-(R)-(hydroxymethyl)-4-methylpiperazin-1-yl]-1,3-thiazol-4(5H)-one). As a reaction SMILES: [Cl:1][C:2]1[CH:32]=[CH:31][C:5]([CH2:6][N:7]2[C:15]3[C:10](=[CH:11][C:12]([CH:16]=[C:17]4[S:21][C:20]([N:22]5[CH2:27][CH2:26][NH:25][C@@H:24]([CH2:28][OH:29])[CH2:23]5)=[N:19][C:18]4=[O:30])=[CH:13][CH:14]=3)[CH:9]=[N:8]2)=[C:4]([C:33]([F:36])([F:35])[F:34])[CH:3]=1.C=O.F[C:40](F)(F)C1C=C(C(F)(F)F)C=CC=1CN1C2C(=CC(C=C3SC(N4CCN(C)[C@@H](CO)C4)=NC3=O)=CC=2)C=N1>>[Cl:1][C:2]1[CH:32]=[CH:31][C:5]([CH2:6][N:7]2[C:15]3[C:10](=[CH:11][C:12]([CH:16]=[C:17]4[S:21][C:20]([N:22]5[CH2:27][CH2:26][N:25]([CH3:40])[C@@H:24]([CH2:28][OH:29])[CH2:23]5)=[N:19][C:18]4=[O:30])=[CH:13][CH:14]=3)[CH:9]=[N:8]2)=[C:4]([C:33]([F:34])([F:35])[F:36])[CH:3]=1. Procedure: 5-({1-[4-Chloro-2-(trifluoromethyl)benzyl]-1H-indazol-5-yl}methylidene)-2-[3-(R)-(hydroxymethyl)-4-methylpiperazin-1-yl]-1,3-thiazol-4(5H)-one was prepared from 5-[1-(4-Chloro-2-trifluoromethyl-benzyl)-1H-indazol-5-ylmethylene]-2-(3-(R)-hydroxymethyl-piperazin-1-yl)-thiazol-4-one and formaldehyde following procedure used for compound of example 195. Starting materials: [N+](=O)([O-])C1=C(C=CC(=C1)OC)S(=O)(=O)NC=1C=CC=C2C=CC(=NC12)C (2-nitro-4-methoxy-N-(2-methyl-quinolin-8-yl)-benzenesulfonamide), [N+](=O)([O-])C1=C(C=CC(=C1)OC)S(=O)(=O)NC=1C=CC=C2C=CC(=NC12)C (2-nitro-4-methoxy-N-(2-methyl-quinolin-8-yl)-benzenesulfonamide), [Sn](Cl)Cl (tin (II) chloride). The reagents and catalysts are Cl (HCl). Yields the product NC1=C(C=CC(=C1)OC)S(=O)(=O)NC=1C=CC=C2C=CC(=NC12)C (2-Amino-4-methoxy-N-(2-methyl-quinolin-8-yl)-benzenesulfonamide). The yield is 72.8%. As a reaction SMILES: [N+:1]([C:4]1[CH:9]=[C:8]([O:10][CH3:11])[CH:7]=[CH:6][C:5]=1[S:12]([NH:15][C:16]1[CH:17]=[CH:18][CH:19]=[C:20]2[C:25]=1[N:24]=[C:23]([CH3:26])[CH:22]=[CH:21]2)(=[O:14])=[O:13])([O-])=O.[Sn](Cl)Cl>Cl>[NH2:1][C:4]1[CH:9]=[C:8]([O:10][CH3:11])[CH:7]=[CH:6][C:5]=1[S:12]([NH:15][C:16]1[CH:17]=[CH:18][CH:19]=[C:20]2[C:25]=1[N:24]=[C:23]([CH3:26])[CH:22]=[CH:21]2)(=[O:14])=[O:13]. Reported procedure: In the similar fashion using route 1 general procedure 4, 2-nitro-4-methoxy-N-(2-methyl-quinolin-8-yl)-benzenesulfonamide (Intermediate 150) (550 mg, 1.4 mmol), tin (II) chloride (838 mg, 4.4 mmol) and 6N HCl (2 drops) gave the title compound (350 mg, 70%). Starting materials: [H-].[Na+] (Sodium hydride), C(C)(C)(C)OC(NC=1SC(=CC1)C1=NC(=NC=C1)NC=1C=C(C=CC1)C)=O ([5-(2-m-tolylamino-pyrimidin-4-yl)-thiophen-2-yl]-carbamic acid tert-butyl ester), CI (MeI), [H-].[Na+] (NaH), CI (MeI). The solvent is C1CCOC1 (THF). Conditions: time 15 minute. The product is C(C)(C)(C)OC(N(C=1SC(=CC1)C1=NC(=NC=C1)NC=1C=C(C=CC1)C)C)=O (methyl-[5-(2-m-tolylamino-pyrimidin-4-yl)-thiophen-2-yl]-carbamic acid tert-butyl ester). As a reaction SMILES: [H-].[Na+].[C:3]([O:7][C:8](=[O:29])[NH:9][C:10]1[S:11][C:12]([C:15]2[CH:20]=[CH:19][N:18]=[C:17]([NH:21][C:22]3[CH:23]=[C:24]([CH3:28])[CH:25]=[CH:26][CH:27]=3)[N:16]=2)=[CH:13][CH:14]=1)([CH3:6])([CH3:5])[CH3:4].[CH3:30]I>C1COCC1>[C:3]([O:7][C:8](=[O:29])[N:9]([CH3:30])[C:10]1[S:11][C:12]([C:15]2[CH:20]=[CH:19][N:18]=[C:17]([NH:21][C:22]3[CH:23]=[C:24]([CH3:28])[CH:25]=[CH:26][CH:27]=3)[N:16]=2)=[CH:13][CH:14]=1)([CH3:6])([CH3:5])[CH3:4] |f:0.1|. Procedure details: Sodium hydride (60% disersion in mineral oil) (21.4 mg, 0.535 mmol) was added to a solution of [5-(2-m-tolylamino-pyrimidin-4-yl)-thiophen-2-yl]-carbamic acid tert-butyl ester (186 mg, 0.486 mmol) in anhydrous THF (5 mL) at ice bath temperature. After 15 minutes, MeI was added and the mixture was removed from the ice bath. Additional NaH (7.7 mg, 0.19 mmol) and MeI (9.0 uL, 0.145 mmol) were added after 5 hours and the reaction was stirred 3 days. The reaction was quenched by addition of a few dr... The reactants are N1C(=O)NC(=O)C1 (Hydantoin), N1CCCCC1 (piperidine), C1(CC1)NC1=CC(=NC=2N1N=CC2C=O)NC2=CC(=CC=C2)F (7-(cyclopropylamino)-5-(3-fluorophenylamino)pyrazolo[1,5-a]pyrimidine-3-carbaldehyde). Solvent: C(C)O (ethanol), O (water). Reaction conditions: temperature 80 celsius, time 15 hour. The product is C1(CC1)NC1=CC(=NC=2N1N=CC2\C=C/2\C(NC(N2)=O)=O)NC2=CC(=CC=C2)F ((Z)-5-((7-(cyclopropylamino)-5-(3-fluorophenylamino)pyrazolo[1,5-a]pyrimidin-3-yl)methylene)imidazolidine-2,4-dione). Yield: 27.6%. RXN SMILES: [NH:1]1[CH2:7][C:5](=[O:6])[NH:4][C:2]1=[O:3].N1CCCCC1.[CH:14]1([NH:17][C:18]2[N:23]3[N:24]=[CH:25][C:26]([CH:27]=O)=[C:22]3[N:21]=[C:20]([NH:29][C:30]3[CH:35]=[CH:34][CH:33]=[C:32]([F:36])[CH:31]=3)[CH:19]=2)[CH2:16][CH2:15]1>C(O)C.O>[CH:14]1([NH:17][C:18]2[N:23]3[N:24]=[CH:25][C:26](/[CH:27]=[C:7]4/[C:5](=[O:6])[NH:4][C:2](=[O:3])[NH:1]/4)=[C:22]3[N:21]=[C:20]([NH:29][C:30]3[CH:35]=[CH:34][CH:33]=[C:32]([F:36])[CH:31]=3)[CH:19]=2)[CH2:16][CH2:15]1. Procedure: Hydantoin (69 mg, 0.69 mmol) and piperidine (69 μL, 0.69 mmol) were added to 7-(cyclopropylamino)-5-(3-fluorophenylamino)pyrazolo[1,5-a]pyrimidine-3-carbaldehyde (72 mg, 0.23 mmol) dissolved in ethanol (1.1 mL). The reaction was heated at 80° C. After 15 h, the reaction was cooled to r.t., diluted with water (5 mL), and the precipitate was collected and washed with 1:1 ethanol:water (5 mL). The bright yellow solid was dried in vacuo to give (Z)-5-((7-(cyclopropylamino)-5-(3-fluorophenylamino)pyr... The reactants are CC(C)c1nc(-c2cccc(NS(=O)(=O)c3c(F)cccc3F)c2)c(-c2ccnc(Cl)n2)s1, COc1c(N)cccc1-c1nc(N2CCOCC2)sc1-c1ccnc(Cl)n1, O=S(=O)(Cl)c1c(F)cccc1F. The product is COc1c(NS(=O)(=O)c2c(F)cccc2F)cccc1-c1nc(N2CCOCC2)sc1-c1ccnc(Cl)n1. RXN SMILES: [Cl:1][c:2]1[n:3][c:4](-[c:5]2[s:6][c:7]([CH:8]([CH3:9])[CH3:10])[n:11][c:12]2-[c:13]2[cH:14][c:15]([NH:16][S:23](=[O:24])(=[O:25])[c:26]3[c:27]([F:33])[cH:28][cH:29][cH:30][c:31]3[F:32])[cH:17][cH:18][cH:19]2)[cH:20][cH:21][n:22]1.[Cl:34][c:35]1[n:36][cH:37][cH:38][c:39](-[c:41]2[c:42](-[c:52]3[c:53]([O:59][CH3:60])[c:54]([NH2:55])[cH:56][cH:57][cH:58]3)[n:43][c:44]([N:46]3[CH2:47][CH2:48][O:49][CH2:50][CH2:51]3)[s:45]2)[n:40]1.[F:61][c:62]1[cH:63][cH:64][cH:65][c:66]([F:67])[c:68]1[S:69]([Cl:70])(=[O:71])=[O:72]>>[S:23](=[O:24])(=[O:25])([c:26]1[c:27]([F:33])[cH:28][cH:29][cH:30][c:31]1[F:32])[NH:55][c:54]1[c:53]([O:59][CH3:60])[c:52](-[c:42]2[c:41](-[c:39]3[cH:38][cH:37][n:36][c:35]([Cl:34])[n:40]3)[s:45][c:44]([N:46]3[CH2:47][CH2:48][O:49][CH2:50][CH2:51]3)[n:43]2)[cH:58][cH:57][cH:56]1. The reactants are C(C1=CC=CC=C1)C1CC(CCC12NCCC1=C2NC2=CC=CC=C12)(N(C)C)C1=CC=CC=C1 (2-benzyl-N,N-dimethyl-4-phenyl-2′,3′,4′,9′-tetrahydrospiro[cyclohexane-1,1′-pyrido[3,4-b]indole]-4-amine), C(CC(O)(C(=O)O)CC(=O)O)(=O)O (citric acid). RXN SMILES: [CH2:1]([CH:8]1[C:13]2([C:18]3[NH:19][C:20]4[C:25]([C:17]=3[CH2:16][CH2:15][NH:14]2)=[CH:24][CH:23]=[CH:22][CH:21]=4)[CH2:12][CH2:11][C:10]([C:29]2[CH:34]=[CH:33][CH:32]=[CH:31][CH:30]=2)([N:26]([CH3:28])[CH3:27])[CH2:9]1)[C:2]1[CH:7]=[CH:6][CH:5]=[CH:4][CH:3]=1.[C:35]([OH:47])(=[O:46])[CH2:36][C:37]([CH2:42][C:43]([OH:45])=[O:44])([C:39]([OH:41])=[O:40])[OH:38]>CC(O)C>[OH:38][C:37]([C:39]([OH:41])=[O:40])([CH2:42][C:43]([OH:45])=[O:44])[CH2:36][C:35]([OH:47])=[O:46].[CH2:1]([CH:8]1[C:13]2([C:18]3[NH:19][C:20]4[C:25]([C:17]=3[CH2:16][CH2:15][NH:14]2)=[CH:24][CH:23]=[CH:22][CH:21]=4)[CH2:12][CH2:11][C:10]([C:29]2[CH:30]=[CH:31][CH:32]=[CH:33][CH:34]=2)([N:26]([CH3:28])[CH3:27])[CH2:9]1)[C:2]1[CH:7]=[CH:6][CH:5]=[CH:4][CH:3]=1 |f:3.4|. Conditions: time 2 hour. Procedure details: 2-benzyl-N,N-dimethyl-4-phenyl-2′,3′,4′,9′-tetrahydrospiro[cyclohexane-1,1′-pyrido[3,4-b]indole]-4-amine (one of 4 possible racemic diastereoisomer pairs, 62 mg, 0.14 mmol) was dissolved in 2-propanol (3 ml) in the boiling heat and mixed with a hot solution of citric acid [40 mg, 0.2 mmol, in hot isopropanol (1 ml)]. A precipitate separated out immediately. The batch was left 2 h at 5° C. to complete the precipitation, then the solid was separated by means of a fritted glass filter and dried. The product is OC(CC(=O)O)(CC(=O)O)C(=O)O.C(C1=CC=CC=C1)C1CC(CCC12NCCC1=C2NC2=CC=CC=C12)(N(C)C)C1=CC=CC=C1 (2-Benzyl-N,N-dimethyl-4-phenyl-2′,3′,4′,9′-tetrahydrospiro[cyclohexane-1,1′-pyrido[3,4-b]indole]-4-amine 2-hydroxypropane-1,2,3-tricarboxylate). Solvent: CC(C)O (2-propanol). Reactants: BrC=1C=C(C(=NC1)N)N (5-bromo-2,3-diaminopyridine), CN(CCCOC1=CC=C(C=O)C=C1)C (4-[3-(dimethylamino)-propoxy]benzaldehyde). Yields the product BrC=1C=C2C(=NC1)NC(=N2)C2=CC=C(OCCCN(C)C)C=C2 (N-{3-[4-(6-Bromo-3H-imidazo[4,5-b]pyridin-2-yl)phenoxy]propyl}-N,N-dimethylamine). RXN SMILES: [Br:1][C:2]1[CH:3]=[C:4]([NH2:9])[C:5]([NH2:8])=[N:6][CH:7]=1.[CH3:10][N:11]([CH3:24])[CH2:12][CH2:13][CH2:14][O:15][C:16]1[CH:23]=[CH:22][C:19]([CH:20]=O)=[CH:18][CH:17]=1>>[Br:1][C:2]1[CH:3]=[C:4]2[N:9]=[C:20]([C:19]3[CH:22]=[CH:23][C:16]([O:15][CH2:14][CH2:13][CH2:12][N:11]([CH3:24])[CH3:10])=[CH:17][CH:18]=3)[NH:8][C:5]2=[N:6][CH:7]=1. Reported procedure: The title compound was prepared from 5-bromo-2,3-diaminopyridine (376 mg, 2 mmol) and 4-[3-(dimethylamino)-propoxy]benzaldehyde (420 mg, 2 mmol).